This data is from the Open Reaction Database (ORD), a public repository of structured organic reaction records. The task is: describe an organic reaction: reactants, conditions, products, and yield Reactants: O=C([O-])[O-], CO, [K+], [K+], C[Si](C)(C)C#Cc1cc(C2OCCCO2)c2occc2c1. The product is C#Cc1cc(C2OCCCO2)c2occc2c1. As a reaction SMILES: [C:22](=[O:23])([O-:24])[O-:25].[CH3:28][OH:29].[K+:26].[K+:27].[O:1]1[CH:2]([c:7]2[cH:8][c:9]([C:16]#[C:17][Si:18]([CH3:19])([CH3:20])[CH3:21])[cH:10][c:11]3[cH:12][cH:13][o:14][c:15]23)[O:3][CH2:4][CH2:5][CH2:6]1>>[O:1]1[CH:2]([c:7]2[cH:8][c:9]([C:16]#[CH:17])[cH:10][c:11]3[cH:12][cH:13][o:14][c:15]23)[O:3][CH2:4][CH2:5][CH2:6]1.